describe an organic reaction: reactants, conditions, products, and yield From a dataset of the Open Reaction Database (ORD), a public repository of structured organic reaction records. Starting materials: C12C(=CC(CC1)C2)B(O)O (bicyclo[2.2.1]hept-2-en-2-ylboronic acid), C1=C(CCC2=CC=CC=C12)C1=CC=C(C(=N1)CN[C@@H](CO)C(C)C)F ((R)-2-(((6-(3,4-dihydronaphthalen-2-yl)-3-fluoropyridin-2-yl)methyl)amino)-3-methylbutan-1-ol). Reagents/catalysts: [Pd] (Pd/C). The solvent is CC(CCO)C (3-methylbutan-1-ol). The product is FC=1C(=NC(=CC1)C1CC2=CC=CC=C2CC1)CN[C@@H](CO)C(C)C ((2R)-2-({[3-fluoro-6-(1,2,3,4-tetrahydronaphthalen-2-yl)pyridin-2-yl]methyl}amino)-3-methylbutan-1-ol). As a reaction SMILES: C12CC(CC1)C=C2B(O)O.[CH:11]1[C:20]2[C:15](=[CH:16][CH:17]=[CH:18][CH:19]=2)[CH2:14][CH2:13][C:12]=1[C:21]1[N:26]=[C:25]([CH2:27][NH:28][C@H:29]([CH:32]([CH3:34])[CH3:33])[CH2:30][OH:31])[C:24]([F:35])=[CH:23][CH:22]=1>[Pd].CC(C)CCO>[F:35][C:24]1[C:25]([CH2:27][NH:28][C@H:29]([CH:32]([CH3:34])[CH3:33])[CH2:30][OH:31])=[N:26][C:21]([CH:12]2[CH2:13][CH2:14][C:15]3[C:20](=[CH:19][CH:18]=[CH:17][CH:16]=3)[CH2:11]2)=[CH:22][CH:23]=1. Procedure: (R)-2-4(6-(3,4-dihydronaphthalen-2-yl)-3-fluoropyridin-2-yl)methyl)amino)-3-methylbutan-1-ol was prepared according to Example 199, substituting 3,4-dihydronaphthalen-2-ylboronic acid for bicyclo[2.2.1]hept-2-en-2-ylboronic acid. (R)-2-(((6-(3,4-dihydronaphthalen-2-yl)-3-fluoropyridin-2-yl)methyl)amino)-3-methylbutan-1-ol was subjected to hydrogenation (H2 atmosphere, Pd/C catalyst) to provide the title compound. MS (ESI+) m/z 343 (M+H)+. Reactants: [Al+3], ClCCl, COc1ccc(C)cc1, [Cl-], [Cl-], [Cl-], O=C(Cl)c1cc([N+](=O)[O-])c(F)cc1F. The product is COc1ccc(C)cc1C(=O)c1cc([N+](=O)[O-])c(F)cc1F. RXN SMILES: [Al+3:2].[CH2:28]([Cl:29])[Cl:30].[CH3:5][c:6]1[cH:7][cH:8][c:9]([O:12][CH3:13])[cH:10][cH:11]1.[Cl-:1].[Cl-:3].[Cl-:4].[F:14][c:15]1[c:16]([C:17](=[O:18])[Cl:19])[cH:20][c:21]([N+:25](=[O:26])[O-:27])[c:22]([F:24])[cH:23]1>>[CH3:5][c:6]1[cH:7][c:8]([C:17]([c:16]2[c:15]([F:14])[cH:23][c:22]([F:24])[c:21]([N+:25](=[O:26])[O-:27])[cH:20]2)=[O:18])[c:9]([O:12][CH3:13])[cH:10][cH:11]1. The reactants are 100, N1=CC=CC2=CC=CC=C12 (quinoline), N1=CC=CC=C1 (pyridine). The reagents and catalysts are B(F)(F)F (BF3). Yields the product C1=CC=CC2=CC=CC=C12 (Naphthalene). RXN SMILES: N1[C:10]2[C:5](=[CH:6][CH:7]=[CH:8][CH:9]=2)[CH:4]=[CH:3][CH:2]=1.N1C=CC=C[CH:12]=1>B(F)(F)F>[CH:4]1[C:5]2[C:10](=[CH:9][CH:8]=[CH:7][CH:6]=2)[CH:12]=[CH:2][CH:3]=1. Reported procedure: Naphthalene was polymerized at a temperature of from 200° to 400° C. in the presence of a HF.BF3 catalyst to obtain a pitch which has an optical anisotropy of 100 volume % as observed under a polarization microscope, an optically anisotropic structure of a "rough flow type", a glass transition temperature width (ΔTg) of 52° C., a quinoline-insoluble content of 18.5% by weight, a Mettler softening point of 250° C. and an elemental composition as analyzed of C: 94.8 wt % and H: 5.2 wt %. This pitc... Run in O (water). Reactants: C1(=CC=CC=C1)C=1OC(=C(N1)CC(=O)OCC)C1=CSC=C1 (ethyl 2-[2-phenyl-5-(3-thienyl)-4-oxazolyl]acetate), CO (methanol), [OH-].[K+] (potassium hydroxide). Reported procedure: 15.0 g of ethyl 2-[2-phenyl-5-(3-thienyl)-4-oxazolyl]acetate, 250 ml of methanol, 20 ml of water and 6.3 g of potassium hydroxide are treated in Example 8. 12.0 g of 2-[2-phenyl-5-(3-thienyl)-4-oxazolyl]acetic acid are thereby obtained. Yield: 88% The product is C1(=CC=CC=C1)C=1OC(=C(N1)CC(=O)O)C1=CSC=C1 (2-[2-phenyl-5-(3-thienyl)-4-oxazolyl]acetic acid). Isolated yield 87.9%. RXN SMILES: [C:1]1([C:7]2[O:8][C:9]([C:18]3[CH:22]=[CH:21][S:20][CH:19]=3)=[C:10]([CH2:12][C:13]([O:15]CC)=[O:14])[N:11]=2)[CH:6]=[CH:5][CH:4]=[CH:3][CH:2]=1.CO.[OH-].[K+]>O>[C:1]1([C:7]2[O:8][C:9]([C:18]3[CH:22]=[CH:21][S:20][CH:19]=3)=[C:10]([CH2:12][C:13]([OH:15])=[O:14])[N:11]=2)[CH:6]=[CH:5][CH:4]=[CH:3][CH:2]=1 |f:2.3|.